Dataset: the Open Reaction Database (ORD), a public repository of structured organic reaction records. Task: describe an organic reaction: reactants, conditions, products, and yield The reactants are CN (Methylamine), C(C)OC(N(CC1=CC=CC=C1)C1=C(C(=NC(=C1)Br)N)[N+](=O)[O-])=O ((2-amino-6-bromo-3-nitro-pyridin-4-yl)-benzyl-carbamic acid ethyl ester). The solvent is C1CCOC1 (THF). Conditions: time 16 hour. The product is C(C)OC(N(CC1=CC=CC=C1)C1=C(C(=NC(=C1)NC)N)[N+](=O)[O-])=O ((2-Amino-6-methylamino-3-nitro-pyridin-4-yl)-benzyl-carbamic acid ethyl ester). RXN SMILES: [CH3:1][NH2:2].[CH2:3]([O:5][C:6](=[O:26])[N:7]([C:15]1[CH:20]=[C:19](Br)[N:18]=[C:17]([NH2:22])[C:16]=1[N+:23]([O-:25])=[O:24])[CH2:8][C:9]1[CH:14]=[CH:13][CH:12]=[CH:11][CH:10]=1)[CH3:4]>C1COCC1>[CH2:3]([O:5][C:6](=[O:26])[N:7]([C:15]1[CH:20]=[C:19]([NH:2][CH3:1])[N:18]=[C:17]([NH2:22])[C:16]=1[N+:23]([O-:25])=[O:24])[CH2:8][C:9]1[CH:14]=[CH:13][CH:12]=[CH:11][CH:10]=1)[CH3:4]. Reported procedure: Methylamine (40% solution in water) (0.055 ml) was added to a solution of (2-amino-6-bromo-3-nitro-pyridin-4-yl)-benzyl-carbamic acid ethyl ester (50 mg) in THF (0.5 ml) at room temperature. The reaction was stirred under nitrogen for 16 hours then the solution pre-absorbed directly onto silica gel. The mixture was purified by chromatography on an Isco Companion, eluting with ethyl acetate:heptane, increasing the gradient linearly from 20:80 to 60:40 over several column volumes. The desired frac... Starting materials: BrCC1=CC(=C(C(=O)NS(=O)(=O)N(C)C)C=C1F)F (4-(bromomethyl)-N-[(dimethylamino)sulfonyl]-2,5-difluorobenzamide), ClC=1C=C(C=CC1Cl)O (3,4-dichlorophenol), Cl (HCl), C([O-])([O-])=O.[K+].[K+] (potassium carbonate). Reaction conditions: time 18 hour. Reaction SMILES: Br[CH2:2][C:3]1[C:17]([F:18])=[CH:16][C:6]([C:7]([NH:9][S:10]([N:13]([CH3:15])[CH3:14])(=[O:12])=[O:11])=[O:8])=[C:5]([F:19])[CH:4]=1.[Cl:20][C:21]1[CH:22]=[C:23]([OH:28])[CH:24]=[CH:25][C:26]=1[Cl:27].C(=O)([O-])[O-].[K+].[K+].Cl>CS(C)=O.O>[Cl:20][C:21]1[CH:22]=[C:23]([CH:24]=[CH:25][C:26]=1[Cl:27])[O:28][CH2:2][C:3]1[C:17]([F:18])=[CH:16][C:6]([C:7]([NH:9][S:10]([N:13]([CH3:15])[CH3:14])(=[O:12])=[O:11])=[O:8])=[C:5]([F:19])[CH:4]=1 |f:2.3.4|. Yields the product ClC=1C=C(OCC2=CC(=C(C(=O)NS(=O)(=O)N(C)C)C=C2F)F)C=CC1Cl (4-[(3,4-dichlorophenoxy)methyl]-N-[(dimethylamino)sulfonyl]-2,5-difluorobenzamide). Isolated yield 91.1%. Procedure: To a solution of 4-(bromomethyl)-N-[(dimethylamino)sulfonyl]-2,5-difluorobenzamide (Preparation 1, 40 mg, 0.11 mmol) in dimethylsulfoxide (0.5 mL) was added 3,4-dichlorophenol (18 mg, 0.11 mmol) followed by addition of potassium carbonate (31 mg, 0.22 mmol). The reaction was left to stir at room temperature for 18 hours. The reaction mixture was poured into water (50 mL) and acidified with 2M HCl (2 mL), then extracted with EtOAc (2×50 mL). The combined organic layers were washed with water (20 ... Solvent: CS(=O)C (dimethylsulfoxide), O (water).